From a dataset of the Open Reaction Database (ORD), a public repository of structured organic reaction records. describe an organic reaction: reactants, conditions, products, and yield Starting materials: O=C([O-])[O-], CCOC(C)=O, CN=C=O, CCc1c(Oc2ncc(C(F)(F)F)cc2Cl)n[nH]c1C, Cl, [K+], [K+]. The product is CCc1c(Oc2ncc(C(F)(F)F)cc2Cl)nn(C(=O)NC)c1C. As a reaction SMILES: [C:1](=[O:2])([O-:3])[O-:4].[CH3:32][CH2:33][O:34][C:35](=[O:36])[CH3:37].[CH3:7][N:8]=[C:9]=[O:10].[Cl:11][c:12]1[c:13]([O:22][c:23]2[n:24][nH:25][c:26]([CH3:30])[c:27]2[CH2:28][CH3:29])[n:14][cH:15][c:16]([C:18]([F:19])([F:20])[F:21])[cH:17]1.[ClH:31].[K+:5].[K+:6]>>[CH3:7][NH:8][C:9](=[O:10])[n:25]1[n:24][c:23]([O:22][c:13]2[c:12]([Cl:11])[cH:17][c:16]([C:18]([F:19])([F:20])[F:21])[cH:15][n:14]2)[c:27]([CH2:28][CH3:29])[c:26]1[CH3:30]. The reactants are [Br-].C(=O)(O)C(CCN1C(SC2=C1C=CC=C2)=CC2=CC=[N+](C1=CC=CC=C21)C)CC (4-((3-(3-carboxypentyl)benzo[d]thiazole-2(3H)-ylidene) methyl)-1-methylquinoliniumbromide), [Br-].C[N+]1=CC=C(C2=CC=CC=C12)C=C1SC2=C(N1CCCCC(=O)O)C=CC=C2 (1-methyl-4-[{3-(4-carboxybutyl)-2(3H)-benzothiazolylidene}methyl]quinolinium bromide), [Br-].C(=O)(O)C(CCC[N+]1=C(SC2=C1C=CC=C2)C)C (3-(4-carboxypentyl)-2-methylbenzothiazolium bromide), [Br-].CC=1SC2=C([NH+]1)C=CC=C2 (2-methylbenzothiazolium bromide). The product is [Br-].C(=O)(O)CCCN1C(SC2=C1C=CC=C2)=CC2=CC=[N+](C1=CC=CC=C21)C (4-((3-(3-carboxypropyl)benzo[d]thiazole-2(3H)-ylidene)methyl)-1-methylquinoliniumbromide). Isolated yield 26.0%. Reaction SMILES: [Br-:1].[C:2]([CH:5](CC)[CH2:6][CH2:7][N:8]1[C:12]2[CH:13]=[CH:14][CH:15]=[CH:16][C:11]=2[S:10][C:9]1=[CH:17][C:18]1[C:27]2[C:22](=[CH:23][CH:24]=[CH:25][CH:26]=2)[N+:21]([CH3:28])=[CH:20][CH:19]=1)([OH:4])=[O:3].[Br-].C(C(C)CCC[N+]1C2C=CC=CC=2SC=1C)(O)=O.[Br-].CC1SC2C=CC=CC=2[NH+]=1.[Br-].C[N+]1C2C(=CC=CC=2)C(C=C2N(CCCCC(O)=O)C3C=CC=CC=3S2)=CC=1>>[Br-:1].[C:2]([CH2:5][CH2:6][CH2:7][N:8]1[C:12]2[CH:13]=[CH:14][CH:15]=[CH:16][C:11]=2[S:10][C:9]1=[CH:17][C:18]1[C:27]2[C:22](=[CH:23][CH:24]=[CH:25][CH:26]=2)[N+:21]([CH3:28])=[CH:20][CH:19]=1)([OH:4])=[O:3] |f:0.1,2.3,4.5,6.7,8.9|. Reported procedure: Furthermore, 4-((3-(3-carboxypentyl)benzo[d]thiazole-2(3H)-ylidene) methyl)-1-methylquinoliniumbromide with a linker (a polymethylene chain linked to a carboxyl group) having a carbon number n of 5 was synthesized from the mixture of 3-(4-carboxypentyl)-2-methylbenzothiazolium bromide and 2-methylbenzothiazolium bromide by the same method as that used for Compound 107, which was obtained with a yield of 26%. The instrumental analytical values are indicated below. The reactants are BrB(Br)Br, O=C([O-])[O-], CCCc1nc2cccc(C)c2[nH]1, ClCCl, [K+], [K+], O, CC(O)c1ccc2c(c1)CCc1ccccc1C2=CC#N. Product: CCCc1nc2c(C)cccc2n1C(C)c1ccc2c(c1)CCc1ccccc1C2=CC#N. Reaction SMILES: [B:22]([Br:23])([Br:24])[Br:25].[C:39](=[O:40])([O-:41])[O-:42].[CH2:26]([CH2:27][CH3:28])[c:29]1[nH:30][c:31]2[c:32]([n:33]1)[cH:34][cH:35][cH:36][c:37]2[CH3:38].[Cl:45][CH2:46][Cl:47].[K+:43].[K+:44].[OH2:48].[OH:1][CH:2]([CH3:3])[c:4]1[cH:5][c:6]2[c:7]([cH:20][cH:21]1)[C:8](=[CH:17][C:18]#[N:19])[c:9]1[c:10]([cH:13][cH:14][cH:15][cH:16]1)[CH2:11][CH2:12]2>>[CH:2]([CH3:3])([c:4]1[cH:5][c:6]2[c:7]([cH:20][cH:21]1)[C:8](=[CH:17][C:18]#[N:19])[c:9]1[c:10]([cH:13][cH:14][cH:15][cH:16]1)[CH2:11][CH2:12]2)[n:33]1[c:29]([CH2:26][CH2:27][CH3:28])[n:30][c:31]2[c:32]1[cH:34][cH:35][cH:36][c:37]2[CH3:38]. Starting materials: NC1=CC=C2CCC(CC2=C1)N(C(=O)NC1=CC(=C(C=C1)F)Cl)CCCN1CCN(CC1)C (1-(7-amino-1,2,3,4-tetrahydro-naphthalen-2-yl)-3-(3-chloro-4-fluoro-phenyl)-1-[3-(4-methyl-piperazin-1-yl)-propyl]-urea), CC(=O)OC(=O)C (Ac2O), CCN(C(C)C)C(C)C (DIEA). Solvent: C(Cl)Cl (CH2Cl2). Reaction conditions: time 16 hour. Yields the product ClC=1C=C(C=CC1F)NC(N(CCCN1CCN(CC1)C)C1CCC=2C=CC(=CC2C1)NC(C)=O)=O (N-(7-{3-(3-chloro-4-fluoro-phenyl)-1-[3-(4methyl-piperazin-1-yl)-propyl]-ureido}-5,6,7,8-tetrahydro-naphthalen-2yl)-acetam ide). Yield: 83.0%. Reaction SMILES: [NH2:1][C:2]1[CH:11]=[C:10]2[C:5]([CH2:6][CH2:7][CH:8]([N:12]([CH2:24][CH2:25][CH2:26][N:27]3[CH2:32][CH2:31][N:30]([CH3:33])[CH2:29][CH2:28]3)[C:13]([NH:15][C:16]3[CH:21]=[CH:20][C:19]([F:22])=[C:18]([Cl:23])[CH:17]=3)=[O:14])[CH2:9]2)=[CH:4][CH:3]=1.[CH3:34][C:35](OC(C)=O)=[O:36].CCN(C(C)C)C(C)C>C(Cl)Cl>[Cl:23][C:18]1[CH:17]=[C:16]([NH:15][C:13](=[O:14])[N:12]([CH:8]2[CH2:9][C:10]3[CH:11]=[C:2]([NH:1][C:35](=[O:36])[CH3:34])[CH:3]=[CH:4][C:5]=3[CH2:6][CH2:7]2)[CH2:24][CH2:25][CH2:26][N:27]2[CH2:28][CH2:29][N:30]([CH3:33])[CH2:31][CH2:32]2)[CH:21]=[CH:20][C:19]=1[F:22]. Reported procedure: To a solution of 1-(7-amino-1,2,3,4-tetrahydro-naphthalen-2-yl)-3-(3-chloro-4-fluoro-phenyl)-1-[3-(4-methyl-piperazin-1-yl)-propyl]-urea (from Preparative Example 27, 0.033 g, 0.070 mmol) in CH2Cl2 (0.2 mL) at 0° C. were added Ac2O (0.0066 mL, 0.070 mmol) and DIEA (0.036 mL, 0.21 mmol). The mixture was stirred from 0° C. to room temperature for 16 hours. The mixture was concentrated in vacuo and the residue was purified by preparative HPLC to give 0.030 g (83%) of N-(7-{3-(3-chloro-4-fluoro-phen... The reactants are NC(C#N)(C)C (2-amino-2-methylpropanenitrile). The reagents and catalysts are CCCCCCCCCCCCCCCC[N+](C)(C)C.[Cl-] (Arquad 16-29). Product: N(=NC(C#N)(C)C)C(C#N)(C)C (2,2'-azobis(2-methylpropanenitrile)). As a reaction SMILES: [NH2:1][C:2]([CH3:6])([CH3:5])[C:3]#[N:4]>CCCCCCCCCCCCCCCC[N+](C)(C)C.[Cl-]>[N:1]([C:2]([CH3:6])([CH3:5])[C:3]#[N:4])=[N:1][C:2]([CH3:6])([CH3:5])[C:3]#[N:4] |f:1.2|. Procedure: Using the method and quantities of Example 2, but replacing the `Arquad 16-29` by the surfactants listed below (in the proportions of 1.6% wt/wt based on total 2-amino-2-methylpropanenitrile used) gave 2,2'-azobis(2-methylpropanenitrile) in the yields indicated. Starting materials: C(C)OC(=O)N1CCC(CC1)=O (1-Ethoxycarbonyl-4-piperidone), N1CCOCC1 (morpholine). Reagents/catalysts: C1(=CC=C(C=C1)S(=O)(=O)O)C (p-toluenesulfonic acid). Solvent: C1(=CC=CC=C1)C (toluene). Conditions: time 10 hour. The product is O1CCN(CC1)C1CCNCC1 (4-morpholinopiperidine). The yield is 67.6%. Reaction SMILES: C(OC([N:6]1[CH2:11][CH2:10][C:9](=O)[CH2:8][CH2:7]1)=O)C.[NH:13]1[CH2:18][CH2:17][O:16][CH2:15][CH2:14]1>C1(C)C=CC(S(O)(=O)=O)=CC=1.C1(C)C=CC=CC=1>[O:16]1[CH2:17][CH2:18][N:13]([CH:9]2[CH2:8][CH2:7][NH:6][CH2:11][CH2:10]2)[CH2:14][CH2:15]1. Reported procedure: 1-Ethoxycarbonyl-4-piperidone (250 g), morpholine (152.0 g) and p-toluenesulfonic acid (5 g) were added to toluene (600 ml) and the mixture was heated under reflux for 15 hr with dehydration. Then, the solvent was evaporated and the obtained oily component was added to a suspension of ethanol (1L) containing sodium borohydride (58 g) under ice-cooling. The mixture was further stirred at room temperature for 10 hr. The reaction mixture was treated with diluted hydrochloric acid and the solvent wa... The reactants are O1[C@H]2[C@@H]1[C@@H](CC1=CC=C3[C@@H]4CC[C@H](C(C(OC)OC)C)[C@]4(CC[C@@H]3[C@@]21C)C)O (1α,2α-epoxy-21,21-dimethoxy-20-methylpregna-5,7-dien-3β-ol), CC1(COC(OC1)C(C)[C@H]1CC[C@H]2C3=CC=C4C[C@H]([C@H]5[C@@H]([C@]4(C)[C@H]3CC[C@]12C)O5)O)C (20-(5,5-dimethyl-1,3-dioxan-2-yl)-1α,2α -epoxypregna-5,7-dien-3β-ol). Yields the product COC(C([C@H]1CC[C@H]2C3=CC=C4C[C@H](C[C@@H]([C@]4(C)[C@H]3CC[C@]12C)O)O)C)OC (21,21-dimethoxy-20-methylpregna-5,7-diene-1α,3β-diol). Yield: 76.1%. Reaction SMILES: [O:1]1[C@H:3]2[C@H:4]([OH:28])[CH2:5][C:6]3[C@:25]([CH3:26])([C@@H:2]12)[C@@H:24]1[C:9]([C@H:10]2[C@:21]([CH3:27])([CH2:22][CH2:23]1)[C@@H:13]([CH:14]([CH3:20])[CH:15]([O:18][CH3:19])[O:16][CH3:17])[CH2:12][CH2:11]2)=[CH:8][CH:7]=3.CC1(C)COC(C([C@@H]2[C@]3(C)[C@H](C4[C@H](CC3)[C@]3(C)C(C[C@@H](O)[C@@H]5O[C@@H]53)=CC=4)CC2)C)OC1>>[CH3:19][O:18][CH:15]([O:16][CH3:17])[CH:14]([CH3:20])[C@@H:13]1[C@:21]2([CH3:27])[C@H:10]([C:9]3[C@H:24]([CH2:23][CH2:22]2)[C@:25]2([CH3:26])[C:6]([CH2:5][C@@H:4]([OH:28])[CH2:3][C@@H:2]2[OH:1])=[CH:7][CH:8]=3)[CH2:11][CH2:12]1. Procedure: The procedure of Example 24 was repeated except that 3.4 mg (0. 00887 mmole) of 1α,2α-epoxy-21,21-dimethoxy-20-methylpregna-5,7-dien-3β-ol was used in lieu of 3.8 mg of 20-(5,5-dimethyl-1,3-dioxan-2-yl)-1α,2α -epoxypregna-5,7-dien-3β-ol to give 2.6 mg of 21,21-dimethoxy-20-methylpregna-5,7-diene-1α,3β-diol (yield: ca. 75%).